This data is from the Open Reaction Database (ORD), a public repository of structured organic reaction records. The task is: describe an organic reaction: reactants, conditions, products, and yield The reactants are COc1ccc(P2(=S)SP(=S)(c3ccc(OC)cc3)S2)cc1, C#CCOc1ccc2c(c1)c(-c1ccc(C(C)C)cc1)nc(=O)n2C(C)C, c1ccccc1. Yields the product C#CCOc1ccc2c(c1)c(-c1ccc(C(C)C)cc1)nc(=S)n2C(C)C. RXN SMILES: [CH3:28][O:29][c:30]1[cH:31][cH:32][c:33]([P:34]2(=[S:37])[S:35][P:36]([c:38]3[cH:39][cH:40][c:41]([O:42][CH3:43])[cH:44][cH:45]3)(=[S:46])[S:47]2)[cH:48][cH:49]1.[CH:1]([CH3:2])([CH3:3])[n:4]1[c:5](=[O:27])[n:6][c:7](-[c:18]2[cH:19][cH:20][c:21]([CH:24]([CH3:25])[CH3:26])[cH:22][cH:23]2)[c:8]2[cH:9][c:10]([O:14][CH2:15][C:16]#[CH:17])[cH:11][cH:12][c:13]12.[cH:50]1[cH:51][cH:52][cH:53][cH:54][cH:55]1>>[CH:1]([CH3:2])([CH3:3])[n:4]1[c:5](=[S:37])[n:6][c:7](-[c:18]2[cH:19][cH:20][c:21]([CH:24]([CH3:25])[CH3:26])[cH:22][cH:23]2)[c:8]2[cH:9][c:10]([O:14][CH2:15][C:16]#[CH:17])[cH:11][cH:12][c:13]12. The reactants are O=C([O-])[O-], C#CCn1c(=O)c2[nH]c(C#Cc3ccc(OC)c(OC)c3)nc2n(CC)c1=O, CI, CO, CN(C)C=O, ClCCl, [K+], [K+]. The product is C#CCn1c(=O)c2c(nc(C#Cc3ccc(OC)c(OC)c3)n2C)n(CC)c1=O. As a reaction SMILES: [C:29](=[O:30])([O-:31])[O-:32].[CH3:1][O:2][c:3]1[cH:4][c:5]([C:11]#[C:12][c:13]2[n:14][c:15]3[n:16]([CH2:27][CH3:28])[c:17](=[O:26])[n:18]([CH2:23][C:24]#[CH:25])[c:19](=[O:22])[c:20]3[nH:21]2)[cH:6][cH:7][c:8]1[O:9][CH3:10].[CH3:35][I:36].[CH3:37][OH:38].[CH3:42][N:43]([CH3:44])[CH:45]=[O:46].[Cl:39][CH2:40][Cl:41].[K+:33].[K+:34]>>[CH3:1][O:2][c:3]1[cH:4][c:5]([C:11]#[C:12][c:13]2[n:14][c:15]3[n:16]([CH2:27][CH3:28])[c:17](=[O:26])[n:18]([CH2:23][C:24]#[CH:25])[c:19](=[O:22])[c:20]3[n:21]2[CH3:29])[cH:6][cH:7][c:8]1[O:9][CH3:10]. The reactants are N#CCBr, CN(C)C=O, O=S(=O)(Cc1cccc(C(F)(F)F)c1)NC1CC1, [H-], [Na+], O. Product: N#CCN(C1CC1)S(=O)(=O)Cc1cccc(C(F)(F)F)c1. As a reaction SMILES: [Br:21][CH2:22][C:23]#[N:24].[CH3:26][N:27]([CH3:28])[CH:29]=[O:30].[CH:3]1([NH:6][S:7](=[O:8])(=[O:9])[CH2:10][c:11]2[cH:12][c:13]([C:17]([F:18])([F:19])[F:20])[cH:14][cH:15][cH:16]2)[CH2:4][CH2:5]1.[H-:1].[Na+:2].[OH2:25]>>[CH:3]1([N:6]([S:7](=[O:8])(=[O:9])[CH2:10][c:11]2[cH:12][c:13]([C:17]([F:18])([F:19])[F:20])[cH:14][cH:15][cH:16]2)[CH2:22][C:23]#[N:24])[CH2:4][CH2:5]1. The reactants are C(#N)C=1C=C(C(=O)OC)C=CC1O (Methyl 3-cyano-4-hydroxybenzoate), [BH4-].[Na+] (NaBH4), C1CCOC1 (THF). Run at time 10 minute. The product is C(#N)C=1C=C(C(=O)OC)C=CC1OC(C)C (Methyl 3-cyano-4-isopropoxybenzoate). Yield: 99.0%. As a reaction SMILES: [C:1]([C:3]1[CH:4]=[C:5]([CH:10]=[CH:11][C:12]=1[OH:13])[C:6]([O:8][CH3:9])=[O:7])#[N:2].[BH4-].[Na+].[CH2:16]1[CH2:20]OC[CH2:17]1>>[C:1]([C:3]1[CH:4]=[C:5]([CH:10]=[CH:11][C:12]=1[O:13][CH:16]([CH3:20])[CH3:17])[C:6]([O:8][CH3:9])=[O:7])#[N:2] |f:1.2|. Procedure: To a solution of 3 (3.0 g, 10.8 mmol) in THF e H (10 mL/10 mL) was slowly added NaBH4 (407 mg, 10.8 mmol). The mixture was stirred for 10 min, quenched by saturated NH4Cl and partitioned between EtOAc and H2O. The organic layer was washed with sat NaHCO3 and brine, dried over Na2SO4, filtered and concentrated to give 4 (3.0 g, 99%), which was used without further purification. LRMS (M+H+) m/z 281.0.